Dataset: the Open Reaction Database (ORD), a public repository of structured organic reaction records. Task: describe an organic reaction: reactants, conditions, products, and yield Starting materials: Cn1ccccc1=S, CCO, CCOCC, BrCCCCc1ccccc1. Product: [Br-], C[n+]1ccccc1SCCCCc1ccccc1. RXN SMILES: [CH3:12][n:13]1[c:14](=[S:19])[cH:15][cH:16][cH:17][cH:18]1.[CH3:20][CH2:21][OH:22].[CH3:23][CH2:24][O:25][CH2:26][CH3:27].[c:1]1([CH2:7][CH2:8][CH2:9][CH2:10][Br:11])[cH:2][cH:3][cH:4][cH:5][cH:6]1>>[Br-:11].[c:1]1([CH2:7][CH2:8][CH2:9][CH2:10][S:19][c:14]2[n+:13]([CH3:12])[cH:18][cH:17][cH:16][cH:15]2)[cH:2][cH:3][cH:4][cH:5][cH:6]1. The reactants are N12C[C@H](C(CC1)CC2)O ((3S)-(+)-quinuclidin-3-ol), C1(=CC=CC=C1)N=C=O (phenyl isocyanate). Reagents/catalysts: C(CCCCCCCCCCC)(=O)[O-].C(CCCCCCCCCCC)(=O)[O-].C(CCC)[Sn+2]CCCC (dibutyltin dilaurate). The solvent is C1(=CC=CC=C1)C (toluene). Yields the product N12C[C@H](C(CC1)CC2)OC(NC2=CC=CC=C2)=O (N-Phenylcarbamic Acid (3S)-1-azabicyclo[2.2.2]octan-3-yl Ester). The yield is 90.4%. RXN SMILES: [N:1]12[CH2:8][CH2:7][CH:4]([CH2:5][CH2:6]1)[C@H:3]([OH:9])[CH2:2]2.[C:10]1([N:16]=[C:17]=[O:18])[CH:15]=[CH:14][CH:13]=[CH:12][CH:11]=1>C1(C)C=CC=CC=1.C([O-])(=O)CCCCCCCCCCC.C([O-])(=O)CCCCCCCCCCC.C([Sn+2]CCCC)CCC>[N:1]12[CH2:8][CH2:7][CH:4]([CH2:5][CH2:6]1)[C@H:3]([O:9][C:17](=[O:18])[NH:16][C:10]1[CH:15]=[CH:14][CH:13]=[CH:12][CH:11]=1)[CH2:2]2 |f:3.4.5|. Reported procedure: A solution of (3S)-(+)-quinuclidin-3-ol (0.50 g, 3.93 mmol) [M. Langlois, C. Meyer, and J. L. Soulier, Synth. Comm., 23, 1895-1911 (1992)], phenyl isocyanate (0.47 mL, 4.32 mmol, 1.1 equivalents), and dibutyltin dilaurate (0.013 mL, 0.08 mmol) in anhydrous toluene (20 mL) was heated at reflux under nitrogen for 1 hour. The resulting reaction mixture was evaporated under reduced pressure, and the resulting solid was placed in 1N HCl (25 mL). The resulting aqueous mixture was extracted with ethyl ... Starting materials: N=1C=NN2C1C=C(C=C2)OC2=C(C=C(C=C2)NC2=NC=NC1=CC=C(C=C21)NC(=S)NC(CO)(C)C)C (1-(4-((4-([1,2,4]triazolo[1,5-a]pyridin-7-yloxy)-3-methylphenyl)amino)quinazolin-6-yl)-3-(1-hydroxy-2-methylpropan-2-yl)thiourea), [OH-].[Na+] (NaOH), O (Water), C1(=CC=C(C=C1)S(=O)(=O)Cl)C (p-toluenesulfonyl chloride). The solvent is O1CCCC1 (tetrahydrofuran). Yields the product N=1C=NN2C1C=C(C=C2)OC2=C(C=C(C=C2)NC2=NC=NC1=CC=C(C=C21)NC=2OCC(N2)(C)C)C (N4-(4-([1,2,4]triazolo[1,5-a]pyridin-7-yloxy)-3-methylphenyl)-N6-(4,4-dimethyl-4,5-dihydrooxazol-2-yl)quinazoline-4,6-diamine). RXN SMILES: [N:1]1[CH:2]=[N:3][N:4]2[CH:9]=[CH:8][C:7]([O:10][C:11]3[CH:16]=[CH:15][C:14]([NH:17][C:18]4[C:27]5[C:22](=[CH:23][CH:24]=[C:25]([NH:28][C:29]([NH:31][C:32]([CH3:36])([CH3:35])[CH2:33][OH:34])=S)[CH:26]=5)[N:21]=[CH:20][N:19]=4)=[CH:13][C:12]=3[CH3:37])=[CH:6][C:5]=12.[OH-].[Na+].C1(C)C=CC(S(Cl)(=O)=O)=CC=1.O>O1CCCC1>[N:1]1[CH:2]=[N:3][N:4]2[CH:9]=[CH:8][C:7]([O:10][C:11]3[CH:16]=[CH:15][C:14]([NH:17][C:18]4[C:27]5[C:22](=[CH:23][CH:24]=[C:25]([NH:28][C:29]6[O:34][CH2:33][C:32]([CH3:36])([CH3:35])[N:31]=6)[CH:26]=5)[N:21]=[CH:20][N:19]=4)=[CH:13][C:12]=3[CH3:37])=[CH:6][C:5]=12 |f:1.2|. Procedure details: The synthesis of N4-(4-([1,2,4]triazolo[1,5-a]pyridin-7-yloxy)-3-methylphenyl)-N6-(4,4-dimethyl-4,5-dihydrooxazol-2-yl)quinazoline-4,6-diamine is described in WO 2007/059257. Generally, N4-(4-([1,2,4]triazolo[1,5-a]pyridin-7-yloxy)-3-methylphenyl)-N6-(4,4-dimethyl-4,5-dihydrooxazol-2-yl)quinazoline-4,6-diamine may be prepared by coupling (E)-N′-(2-cyano-4-(3-(1-hydroxy-2-methylpropan-2-yl)thioureido)phenyl)-N,N-dimethylformimidamide with 4-([1,2,4]triazolo[1,5-a]pyridin-7-yloxy)-3-methylaniline ... Run at time 3 hour. Procedure: N,N-dimethyl-8,8-dipropyl-2-azaspiro[4.5]decane-2-propanamine, 408 g of the colorless oil, is placed in a 12 L, 3-necked glass vessel under positive nitrogen pressure and equipped with an air driven stirrer and dissolved in degassed ethyl acetate (6.9 L). Maleic acid (281.9 g) is added to the vigorously stirring solution. The slurry is stirred at ambient temperature for 3 hours then a white solid is filtered off. The white solid is washed with ethyl acetate (500 ml) and dried under high vacuum f... Product: C(\C=C/C(=O)O)(=O)O.C(\C=C/C(=O)O)(=O)O.CN(CCCN1CC2(CC1)CCC(CC2)(CCC)CCC)C (N,N-dimethyl-8,8-dipropyl-2-azaspiro[4.5]decane-2-propanamine dimaleate). Reaction SMILES: [CH3:1][N:2]([CH3:22])[CH2:3][CH2:4][CH2:5][N:6]1[CH2:10][CH2:9][C:8]2([CH2:15][CH2:14][C:13]([CH2:19][CH2:20][CH3:21])([CH2:16][CH2:17][CH3:18])[CH2:12][CH2:11]2)[CH2:7]1.[C:23]([OH:30])(=[O:29])/[CH:24]=[CH:25]\[C:26]([OH:28])=[O:27]>C(OCC)(=O)C>[C:23]([OH:30])(=[O:29])/[CH:24]=[CH:25]\[C:26]([OH:28])=[O:27].[C:23]([OH:30])(=[O:29])/[CH:24]=[CH:25]\[C:26]([OH:28])=[O:27].[CH3:22][N:2]([CH3:1])[CH2:3][CH2:4][CH2:5][N:6]1[CH2:10][CH2:9][C:8]2([CH2:11][CH2:12][C:13]([CH2:19][CH2:20][CH3:21])([CH2:16][CH2:17][CH3:18])[CH2:14][CH2:15]2)[CH2:7]1 |f:3.4.5|. Reactants: CN(CCCN1CC2(CC1)CCC(CC2)(CCC)CCC)C (N,N-dimethyl-8,8-dipropyl-2-azaspiro[4.5]decane-2-propanamine), colorless oil, C(\C=C/C(=O)O)(=O)O (Maleic acid). Run in C(C)(=O)OCC (ethyl acetate). Reactants: NC=1SN=C2C1C=C(C=C2)[N+](=O)[O-] (3-amino-5-nitro-2,1-benzisothiazole), S(O)(O)(=O)=O (sulphuric acid). Reaction conditions: time 90 minute. Product: S(O)(O)(=O)=O (sulphuric acid), N(=O)OS(O)(=O)=O (nitrosylsulphuric acid). RXN SMILES: NC1SN=C2C=CC([N+:11]([O-:13])=[O:12])=CC=12.[S:14](=[O:18])(=[O:17])([OH:16])[OH:15]>>[S:14](=[O:16])(=[O:15])([OH:18])[OH:17].[N:11]([O:13][S:14](=[O:16])(=[O:15])[OH:17])=[O:12]. Procedure details: 16.6 parts of 3-amino-5-nitro-2,1-benzisothiazole are introduced into 130 g of sulphuric acid (96% strength) at 25° C. After 90 minutes' stirring a clear solution has been obtained, to which 31 parts of 50% strength sulphuric acid and 25.8 parts of 42.5% strength nitrosylsulphuric acid are added at an interval of 30 minutes. After a further 30 minutes, the mixture is cooled to 5° C and a solution of 17.6 parts of N-ethyl-N-β-caboxyethyl-m-toluidine in 60 parts of glacial acetic acid is added dro... Reactants: O=C([O-])[O-], CN(C)C=O, CCOC(C)=O, CCCCCC, Nc1cc(F)ccc1[N+](=O)[O-], [K+], [K+], CC(C)(C)OC(=O)Nc1cccc(O)c1. The product is CC(C)(C)OC(=O)Nc1cccc(Oc2ccc([N+](=O)[O-])c(N)c2)c1. Reaction SMILES: [C:27](=[O:28])([O-:29])[O-:30].[CH3:33][N:34]([CH3:35])[CH:36]=[O:37].[CH3:38][CH2:39][O:40][C:41](=[O:42])[CH3:43].[CH3:44][CH2:45][CH2:46][CH2:47][CH2:48][CH3:49].[F:16][c:17]1[cH:18][cH:19][c:20]([N+:24](=[O:25])[O-:26])[c:21]([NH2:22])[cH:23]1.[K+:31].[K+:32].[OH:1][c:2]1[cH:3][c:4]([NH:8][C:9]([O:10][C:11]([CH3:12])([CH3:13])[CH3:14])=[O:15])[cH:5][cH:6][cH:7]1>>[O:1]([c:2]1[cH:3][c:4]([NH:8][C:9]([O:10][C:11]([CH3:12])([CH3:13])[CH3:14])=[O:15])[cH:5][cH:6][cH:7]1)[c:17]1[cH:18][cH:19][c:20]([N+:24](=[O:25])[O-:26])[c:21]([NH2:22])[cH:23]1. Starting materials: FC(CN=C(NC1=NC(=CC=C1)OCCCC#N)N)(F)F (4-[2-(2-[2,2,2-trifluoroethyl]guanidino)pyrid-6-yloxy]butyronitrile), CO (MeOH), Cl (HCl). Run in C(Cl)(Cl)Cl (CHCl3). Run at time 3 day. The product is FC(CN=C(NC1=NC(=CC=C1)OCCCC(OC)=N)N)(F)F (methyl 4-[2-(2-[2,2,2-trifluoroethyl]guanidino)pyrid-6-yloxy]butyrimidate). Reaction SMILES: [F:1][C:2]([F:21])([F:20])[CH2:3][N:4]=[C:5]([NH2:19])[NH:6][C:7]1[CH:12]=[CH:11][CH:10]=[C:9]([O:13][CH2:14][CH2:15][CH2:16][C:17]#[N:18])[N:8]=1.Cl.[CH3:23][OH:24]>C(Cl)(Cl)Cl>[F:21][C:2]([F:1])([F:20])[CH2:3][N:4]=[C:5]([NH2:19])[NH:6][C:7]1[CH:12]=[CH:11][CH:10]=[C:9]([O:13][CH2:14][CH2:15][CH2:16][C:17](=[NH:18])[O:24][CH3:23])[N:8]=1. Reported procedure: A solution of 4-[2-(2-[2,2,2-trifluoroethyl]guanidino)pyrid-6-yloxy]butyronitrile in a mixture of CHCl3 (10 ml.) and MeOH (5 ml.) was saturated with HCl gas at 0° and then kept at 0° for 3 days. The solution was evaporated to dryness and the residue shaken with a mixture of CHCl3 and aqueous K2CO3. The CHCl3 phase was dried and evaporated to dryness to give methyl 4-[2-(2-[2,2,2-trifluoroethyl]guanidino)pyrid-6-yloxy]butyrimidate (0.8 g.) which was used without further purification. Reactants: ClC1=C(C=C(C(=C1)[N+](=O)[O-])Cl)O (2,5-dichloro-4-nitrophenol), C([O-])([O-])=O.[K+].[K+] (potassium carbonate), C(C=C)Br (allyl bromide). Run in C(C)#N (acetonitrile). The product is C(C=C)OC1=CC(=C(C=C1Cl)[N+](=O)[O-])Cl (4-allyloxy-2,5-dichloronitrobenzene). Isolated yield 93.5%. RXN SMILES: [Cl:1][C:2]1[CH:7]=[C:6]([N+:8]([O-:10])=[O:9])[C:5]([Cl:11])=[CH:4][C:3]=1[OH:12].C(=O)([O-])[O-].[K+].[K+].[CH2:19](Br)[CH:20]=[CH2:21]>C(#N)C>[CH2:21]([O:12][C:3]1[C:2]([Cl:1])=[CH:7][C:6]([N+:8]([O-:10])=[O:9])=[C:5]([Cl:11])[CH:4]=1)[CH:20]=[CH2:19] |f:1.2.3|. Procedure details: The product of step (a) (59.3 g, 285 mmol), 550 ml acetonitrile, 43 g (314 mmol) of potassium carbonate and 27.2 ml (314 mmol) of allyl bromide were combined and heated to reflux, and then the reaction was evaporated under reduced pressure. The mixture was extracted with diethyl ether, washed with water, and separated. The organics were dried over magnesium sulfate and stripped to yield 66.1 g of 4-allyloxy-2,5-dichloronitrobenzene product. Reactants: FC(F)(F)c1cc(CBr)n(-c2ccccc2Cl)n1, N#C[Na], CN(C)C=O, O. Product: N#CCc1cc(C(F)(F)F)nn1-c1ccccc1Cl. Reaction SMILES: [Br:1][CH2:2][c:3]1[cH:4][c:5]([C:15]([F:16])([F:17])[F:18])[n:6][n:7]1-[c:8]1[c:9]([Cl:14])[cH:10][cH:11][cH:12][cH:13]1.[Na:19][C:20]#[N:21].[O:22]=[CH:23][N:24]([CH3:25])[CH3:26].[OH2:27]>>[CH2:2]([c:3]1[cH:4][c:5]([C:15]([F:16])([F:17])[F:18])[n:6][n:7]1-[c:8]1[c:9]([Cl:14])[cH:10][cH:11][cH:12][cH:13]1)[C:20]#[N:21]. Reactants: P(=O)(O)(O)[O-].[K+] (potassium dihydrogen phosphate), ClC=1N=CC2=C(N1)C(=CS2)C=O (2-chloro-thieno[3,2-d]pyrimidine-7-carbaldehyde), S(N)(O)(=O)=O (sulfamic acid), Cl(=O)[O-].[Na+] (sodium chlorite). The solvent is C(C)(=O)OCC (ethyl acetate), C(C)(C)(C)O (tert-butanol), O (water), O (water). Conditions: time 1 hour. The product is ClC=1N=CC2=C(N1)C(=CS2)C(=O)O (2-chloro-thieno[3,2-d]pyrimidine-7-carboxylic acid). Isolated yield 77.1%. RXN SMILES: [Cl:1][C:2]1[N:3]=[CH:4][C:5]2[S:10][CH:9]=[C:8]([CH:11]=[O:12])[C:6]=2[N:7]=1.S(=O)(=O)([OH:15])N.Cl([O-])=O.[Na+].P([O-])(O)(O)=O.[K+]>C(O)(C)(C)C.O.C(OCC)(=O)C>[Cl:1][C:2]1[N:3]=[CH:4][C:5]2[S:10][CH:9]=[C:8]([C:11]([OH:15])=[O:12])[C:6]=2[N:7]=1 |f:2.3,4.5|. Procedure details: To a solution of 2-chloro-thieno[3,2-d]pyrimidine-7-carbaldehyde (0.6 g) in a mixture of tert-butanol/tertrahydrofuran/water (1/1/1, 45 mL) was added sulfamic acid (1.0 g) followed by a solution of sodium chlorite (0.9 g) and potassium dihydrogen phosphate (3.0 g) in water (10 mL) and the resulting mixture was stirred for 1 hour. The reaction mixture was then diluted with ethyl acetate; the organic layer was separated and washed with brine, dried over anhydrous sodium sulfate, filtered and evapo...